This data is from the Open Reaction Database (ORD), a public repository of structured organic reaction records. The task is: describe an organic reaction: reactants, conditions, products, and yield Reactants: C(O)([O-])=O.[Na+] (sodium hydrogencarbonate), C([O-])([O-])=O.[Cs+].[Cs+] (cesium carbonate), CI (methyl iodide), NC1=C(C=C(C=C1)C(=O)C1=NC=C2N1C=CC=C2O)OC ((4-amino-3-methoxyphenyl)(8-hydroxy-imidazo[1,5-a]pyridin-3-yl)methanone). Run in CN(C)C=O (DMF). Conditions: time 4 hour. Product: NC1=C(C=C(C=C1)C(=O)C1=NC=C2N1C=CC=C2OC)OC ((4-Amino-3-methoxyphenyl)(8-methoxyimidazo[1,5-a]pyridin-3-yl)methanone). RXN SMILES: [C:1](=O)([O-])[O-].[Cs+].[Cs+].CI.[NH2:9][C:10]1[CH:15]=[CH:14][C:13]([C:16]([C:18]2[N:22]3[CH:23]=[CH:24][CH:25]=[C:26]([OH:27])[C:21]3=[CH:20][N:19]=2)=[O:17])=[CH:12][C:11]=1[O:28][CH3:29].C(=O)([O-])O.[Na+]>CN(C=O)C>[NH2:9][C:10]1[CH:15]=[CH:14][C:13]([C:16]([C:18]2[N:22]3[CH:23]=[CH:24][CH:25]=[C:26]([O:27][CH3:1])[C:21]3=[CH:20][N:19]=2)=[O:17])=[CH:12][C:11]=1[O:28][CH3:29] |f:0.1.2,5.6|. Reported procedure: 0.79 g (2.43 mmol) of cesium carbonate and then 0.05 ml (0.84 mmol) of methyl iodide are added to 0.22 g (0.76 mmol) of (4-amino-3-methoxyphenyl)(8-hydroxy-imidazo[1,5-a]pyridin-3-yl)methanone obtained in example 147 in 5 ml of DMF. The reaction medium is stirred at ambient temperature for 4 hours. After addition of a saturated sodium hydrogencarbonate solution, the reaction medium is extracted with ethyl acetate. The organic phase obtained is dried over sodium sulfate and concentrated under red...